Dataset: the Open Reaction Database (ORD), a public repository of structured organic reaction records. Task: describe an organic reaction: reactants, conditions, products, and yield Starting materials: O=C1C(O)=C(O)[C@H](O1)[C@@H](O)CO (L-ascorbic acid), [H][H] (hydrogen). Procedure: A solution of L-ascorbic acid (23.1 g, 0.13 mol) in 170 ml of water was hydrogenated using 10% Pd/C (2.2 g) in a Parr hydrogenator at 50° C. and 50 psi hydrogen pressure for 24 hours. The catalyst was removed by filtration and the water removed in vacuo to afford 23.2 g (0.13 mol, 99%) of a white crystalline solid. Upon recrystallization from methanol-ethyl acetate, 22.0 g of the desired product was obtained. 1H NMR (DMSO): δ 5.80 (d, 1H). 5.30 (d, 1H), 4.95 (d, 1H), 4.65 (t, 1H), 4.45 (m, 1H), ... The reagents and catalysts are [Pd] (Pd/C). Run in O (water). As a reaction SMILES: [O:1]=[C:2]1[O:8][C@H:7]([C@H:9]([CH2:11][OH:12])[OH:10])[C:5]([OH:6])=[C:3]1[OH:4].[H][H]>O.[Pd]>[C:2]1(=[O:1])[O:8][C@H:7]([C@H:9]([CH2:11][OH:12])[OH:10])[C@H:5]([OH:6])[C@@H:3]1[OH:4]. The product is C1([C@@H](O)[C@@H](O)[C@@H]([C@@H](O)CO)O1)=O (L-gulono-1,4-lactone). The yield is 100.0%. The reactants are B, C1CCOC1, CSC, COc1ccc2c(c1)OCC(=O)N2C. Yields the product COc1ccc2c(c1)OCCN2C. As a reaction SMILES: [BH3:18].[CH2:19]1[O:20][CH2:21][CH2:22][CH2:23]1.[CH3:15][S:16][CH3:17].[CH3:1][O:2][c:3]1[cH:4][c:5]2[c:6]([cH:13][cH:14]1)[N:7]([CH3:12])[C:8](=[O:11])[CH2:9][O:10]2>>[CH3:1][O:2][c:3]1[cH:4][c:5]2[c:6]([cH:13][cH:14]1)[N:7]([CH3:12])[CH2:8][CH2:9][O:10]2. Reactants: CCOCC, Cc1ccc(CC2CCN(C(=O)C(=O)O)CC2)cc1, Nc1ccc2[nH]c(=O)[nH]c2c1. Product: Cc1ccc(CC2CCN(C(=O)C(=O)Nc3ccc4[nH]c(=O)[nH]c4c3)CC2)cc1. RXN SMILES: [CH2:31]([O:32][CH2:33][CH3:34])[CH3:35].[CH3:1][c:2]1[cH:3][cH:4][c:5]([CH2:6][CH:7]2[CH2:8][CH2:9][N:10]([C:13]([C:14](=[O:15])[OH:16])=[O:17])[CH2:11][CH2:12]2)[cH:18][cH:19]1.[NH2:20][c:21]1[cH:22][c:23]2[c:24]([nH:25][c:26](=[O:28])[nH:27]2)[cH:29][cH:30]1>>[CH3:1][c:2]1[cH:3][cH:4][c:5]([CH2:6][CH:7]2[CH2:8][CH2:9][N:10]([C:13]([C:14](=[O:16])[NH:20][c:21]3[cH:22][c:23]4[c:24]([nH:25][c:26](=[O:28])[nH:27]4)[cH:29][cH:30]3)=[O:17])[CH2:11][CH2:12]2)[cH:18][cH:19]1. Reactants: N1(CCC1)S(=O)(=O)N (azetidine-1-sulfonamide), C1(CCCCC1)P(C1=C(C=CC=C1)C1=C(C=C(C=C1C(C)C)C(C)C)C(C)C)C1CCCCC1 (2-dicyclohexylphosphino-2′,4′,6′-tri-isopropyl-1,1′-biphenyl), C([O-])([O-])=O.[Cs+].[Cs+] (cesium carbonate), ClC1=CC(=NC(=N1)SCC1=C(C(=CC=C1)F)F)O[C@@H]([C@@H](C)O)C ((2R,3R)-3-({6-chloro-2-[(2,3-difluorobenzyl)thio]pyrimidin-4-yl}oxy)butan-2-ol). Reagents/catalysts: C=1C=CC(=CC1)/C=C/C(=O)/C=C/C2=CC=CC=C2.C=1C=CC(=CC1)/C=C/C(=O)/C=C/C2=CC=CC=C2.C=1C=CC(=CC1)/C=C/C(=O)/C=C/C2=CC=CC=C2.[Pd].[Pd] (tris(dibenzylideneacetone)dipalladium). Solvent: O1CCOCC1 (dioxane). The product is FC1=C(CSC2=NC(=CC(=N2)NS(=O)(=O)N2CCC2)O[C@@H]([C@@H](C)O)C)C=CC=C1F (N-(2-[(2,3-difluorobenzyl)thio]-6-{[(1R,2R)-2-hydroxy-1-methylpropyl]oxy}pyrimidin-4-yl)azetidine-1-sulfonamide). RXN SMILES: [N:1]1([S:5]([NH2:8])(=[O:7])=[O:6])[CH2:4][CH2:3][CH2:2]1.C1(P(C2CCCCC2)C2C=CC=CC=2C2C(C(C)C)=CC(C(C)C)=CC=2C(C)C)CCCCC1.C(=O)([O-])[O-].[Cs+].[Cs+].Cl[C:50]1[N:55]=[C:54]([S:56][CH2:57][C:58]2[CH:63]=[CH:62][CH:61]=[C:60]([F:64])[C:59]=2[F:65])[N:53]=[C:52]([O:66][C@H:67]([CH3:71])[C@H:68]([OH:70])[CH3:69])[CH:51]=1>O1CCOCC1.C1C=CC(/C=C/C(/C=C/C2C=CC=CC=2)=O)=CC=1.C1C=CC(/C=C/C(/C=C/C2C=CC=CC=2)=O)=CC=1.C1C=CC(/C=C/C(/C=C/C2C=CC=CC=2)=O)=CC=1.[Pd].[Pd]>[F:65][C:59]1[C:60]([F:64])=[CH:61][CH:62]=[CH:63][C:58]=1[CH2:57][S:56][C:54]1[N:55]=[C:50]([NH:8][S:5]([N:1]2[CH2:4][CH2:3][CH2:2]2)(=[O:7])=[O:6])[CH:51]=[C:52]([O:66][C@H:67]([CH3:71])[C@H:68]([OH:70])[CH3:69])[N:53]=1 |f:2.3.4,7.8.9.10.11|. Procedure details: The title compound was prepared according to the procedure outlined in example 1 step (iv) using a mixture of azetidine-1-sulfonamide (150 mg), tris(dibenzylideneacetone)dipalladium (0) (25 mg), 2-dicyclohexylphosphino-2′,4′,6′-tri-isopropyl-1,1′-biphenyl (XPHOS) (25 mg), cesium carbonate (244 mg) and (2R,3R)-3-({6-chloro-2-[(2,3-difluorobenzyl)thio]pyrimidin-4-yl}oxy)butan-2-ol (200 mg) in anhydrous dioxane (10 ml). Purification was by reverse phase HPLC eluting with acetonitrile/aq. 0.1% ammon... Starting materials: NN1C(C2=CC=CC=C2C(=N1)N1CC(OC(C1)C)C)=O (2-amino-4-(2,6-dimethylmorpholin-4-yl)phthalazin-1(2H)-one), ClC1=CC=C(C=C1)CC(=O)Cl (2-(4-chlorophenyl)acetyl chloride). Yields the product ClC1=CC=C(C=C1)CC(=O)NN1C(C2=CC=CC=C2C(=N1)N1CC(OC(C1)C)C)=O (2-(4-chlorophenyl)-N-[4-(2,6-dimethylmorpholin-4-yl)-1-oxophthalazin-2(1H)-yl]acetamide). As a reaction SMILES: [NH2:1][N:2]1[N:11]=[C:10]([N:12]2[CH2:17][CH:16]([CH3:18])[O:15][CH:14]([CH3:19])[CH2:13]2)[C:9]2[C:4](=[CH:5][CH:6]=[CH:7][CH:8]=2)[C:3]1=[O:20].[Cl:21][C:22]1[CH:27]=[CH:26][C:25]([CH2:28][C:29](Cl)=[O:30])=[CH:24][CH:23]=1>>[Cl:21][C:22]1[CH:27]=[CH:26][C:25]([CH2:28][C:29]([NH:1][N:2]2[N:11]=[C:10]([N:12]3[CH2:13][CH:14]([CH3:19])[O:15][CH:16]([CH3:18])[CH2:17]3)[C:9]3[C:4](=[CH:5][CH:6]=[CH:7][CH:8]=3)[C:3]2=[O:20])=[O:30])=[CH:24][CH:23]=1. Procedure details: The product from Example 60A and 2-(4-chlorophenyl)acetyl chloride were processed using a method similar to that described in Example 4C to afford the title compound. 1H NMR (400 MHz, DMSO-d6) δ ppm 11.48-11.49 (bs, 1H), 8.29 (ddd, J=7.9, 1.4, 0.6 Hz, 1H), 8.01 (ddd, J=8.1, 1.5, 0.7 Hz, 1H), 7.98 (ddd, J=8.2, 6.9, 1.3 Hz, 1H), 7.89 (ddd, J=7.9, 6.9, 1.5 Hz, 1H), 7.40-7.41 (m, 4H), 3.81-3.94 (m, 2H), 3.67 (s, 2H), 3.29-3.36 (m, 2H), 2.43 (dd, J=12.3, 10.3 Hz, 2H), 1.12 (d, J=6.2 Hz, 6H); MS (APCI... Starting materials: O (water), NCC1(CC2(CCC2)OC2=C(C(=C(C(=C12)C)O)C)C)O (4-(aminomethyl)-5,7,8-trimethyl-3,4-dihydrospiro[chromene-2,1′-cyclobutane]-4,6-diol), [BH4-].[Na+] (sodium borohydride). The solvent is C(Cl)Cl (DCM), C(=O)(C(F)(F)F)O.C(C)(=O)O (TFA acetic acid). Reaction conditions: temperature 0 celsius, time 2 hour. Product: NCC1=CC2(CCC2)OC2=C(C(=C(C(=C12)C)O)C)C (4-(aminomethyl)-5,7,8-trimethylspiro[chromene-2,1′-cyclobutan]-6-ol). The yield is 21.2%. Reaction SMILES: [NH2:1][CH2:2][C:3]1(O)[C:15]2[C:10](=[C:11]([CH3:19])[C:12]([CH3:18])=[C:13]([OH:17])[C:14]=2[CH3:16])[O:9][C:5]2([CH2:8][CH2:7][CH2:6]2)[CH2:4]1.[BH4-].[Na+].O>C(Cl)Cl.C(O)(C(F)(F)F)=O.C(O)(=O)C>[NH2:1][CH2:2][C:3]1[C:15]2[C:10](=[C:11]([CH3:19])[C:12]([CH3:18])=[C:13]([OH:17])[C:14]=2[CH3:16])[O:9][C:5]2([CH2:6][CH2:7][CH2:8]2)[CH:4]=1 |f:1.2,5.6|. Procedure details: A solution of 4-(aminomethyl)-5,7,8-trimethyl-3,4-dihydrospiro[chromene-2,1′-cyclobutane]-4,6-diol (277 mg) in DCM (10 mL) was slowly added to sodium borohydride (200 mg) in 4 mL of TFA-acetic acid, 1:1 at 0° C. The mixture was stirred at 0° C. for 2 h then poured into water and separated the DCM. The DCM was dried and evaporated. The residue was purified by silica gel column eluting with 7.5% MeOH in DCM to give 4-(aminomethyl)-5,7,8-trimethylspiro[chromene-2,1′-cyclobutan]-6-ol (55 mg). 1H-NMR...